This data is from the Open Reaction Database (ORD), a public repository of structured organic reaction records. The task is: describe an organic reaction: reactants, conditions, products, and yield The reactants are CCOC(=O)c1cc(C(F)(F)F)nn1C1CCN(C(=O)OC(C)(C)C)CC1, CCO, [Na+], [OH-]. Product: CC(C)(C)OC(=O)N1CCC(n2nc(C(F)(F)F)cc2C(=O)O)CC1. As a reaction SMILES: [CH2:1]([CH3:2])[O:3][C:4](=[O:5])[c:6]1[cH:7][c:8]([C:24]([F:25])([F:26])[F:27])[n:9][n:10]1[CH:11]1[CH2:12][CH2:13][N:14]([C:17](=[O:18])[O:19][C:20]([CH3:21])([CH3:22])[CH3:23])[CH2:15][CH2:16]1.[CH3:30][CH2:31][OH:32].[Na+:29].[OH-:28]>>[O:3]=[C:4]([OH:5])[c:6]1[cH:7][c:8]([C:24]([F:25])([F:26])[F:27])[n:9][n:10]1[CH:11]1[CH2:12][CH2:13][N:14]([C:17](=[O:18])[O:19][C:20]([CH3:21])([CH3:22])[CH3:23])[CH2:15][CH2:16]1. Reaction conditions: temperature 60 celsius, time 48 hour. The product is C(#N)C=1C=C2C(=NC1)NC=C2C(=O)C=2C(=C(C=CC2F)NS(=O)(=O)N2CCCC2)F (pyrrolidine-1-sulfonic acid [3-(5-cyano-1H-pyrrolo[2,3-b]pyridine-3-carbonyl)-2,4-difluoro-phenyl]-amide). RXN SMILES: [NH2:1][C:2]1[C:3]([F:22])=[C:4]([C:18]([F:21])=[CH:19][CH:20]=1)[C:5]([C:7]1[C:15]2[C:10](=[N:11][CH:12]=[C:13]([C:16]#[N:17])[CH:14]=2)[NH:9][CH:8]=1)=[O:6].[N:23]1([S:28](Cl)(=[O:30])=[O:29])[CH2:27][CH2:26][CH2:25][CH2:24]1.Cl>O1CCCC1.N1C=CC=CC=1>[C:16]([C:13]1[CH:14]=[C:15]2[C:7]([C:5]([C:4]3[C:3]([F:22])=[C:2]([NH:1][S:28]([N:23]4[CH2:27][CH2:26][CH2:25][CH2:24]4)(=[O:30])=[O:29])[CH:20]=[CH:19][C:18]=3[F:21])=[O:6])=[CH:8][NH:9][C:10]2=[N:11][CH:12]=1)#[N:17]. Isolated yield 24.7%. Starting materials: NC=1C(=C(C(=O)C2=CNC3=NC=C(C=C32)C#N)C(=CC1)F)F (3-(3-amino-2,6-difluoro-benzoyl)-1H-pyrrolo[2,3-b]pyridine-5-carbonitrile), Cl (hydrochloric acid), N1(CCCC1)S(=O)(=O)Cl (Pyrrolidine-1-sulfonyl chloride). Procedure details: To 3-(3-amino-2,6-difluoro-benzoyl)-1H-pyrrolo[2,3-b]pyridine-5-carbonitrile (28, 354 mg, 1.19 mmol) in 9.5 mL of tetrahydrofuran, 0.84 mL of pyridine was added. Pyrrolidine-1-sulfonyl chloride (31, 403 mg, 2.37 mmol) was added and the solution was stirred at 60° C. for 48 hours. The reaction mixture was poured into 1 M aqueous hydrochloric acid and extracted with ethyl acetate. The combined organic layers were washed with brine, dried over anhydrous sodium sulfate, filtered, and the filtrate wa... Run in O1CCCC1 (tetrahydrofuran), N1=CC=CC=C1 (pyridine). Reactants: N1=CC(=CC=C1)NC(OC\C=C(\CC\C=C(\CC\C=C(\CCC=C(C)C)/C)/C)/C)=S (O-((2E,6E,10E)-3,7,11,15-tetramethylhexadeca-2,6,10,14-tetraen-1-yl) pyridin-3-ylcarbamothioate), C(\C=C(/C)\CCC=C(C)C)C/C(=C/CC/C(=C/CO)/C)/C (Geranylgeranyl alcohol), N1=CC=C(C=C1)N=C=O (4-pyridyl isocyanate). The product is N1=CC=C(C=C1)NC(OC\C=C(\CC\C=C(\CC\C=C(\CCC=C(C)C)/C)/C)/C)=O ((2E,6E,10E)-3,7,11,15-tetramethylhexadeca-2,6,10,14-tetraen-1-yl pyridin-4-ylcarbamate). Isolated yield 3.0%. Reaction SMILES: N1C=CC=C(NC(=S)OC/C=C(\C)/CC/C=C(\C)/CC/C=C(\C)/CCC=C(C)C)C=1.[CH2:31]([CH2:41]/[C:42](/[CH3:51])=[CH:43]/[CH2:44][CH2:45]/[C:46](/[CH3:50])=[CH:47]/[CH2:48][OH:49])/[CH:32]=[C:33](/[CH2:35][CH2:36][CH:37]=[C:38]([CH3:40])[CH3:39])\[CH3:34].[N:52]1[CH:57]=[CH:56][C:55]([N:58]=[C:59]=[O:60])=[CH:54][CH:53]=1>>[N:52]1[CH:57]=[CH:56][C:55]([NH:58][C:59](=[O:60])[O:49][CH2:48]/[CH:47]=[C:46](\[CH3:50])/[CH2:45][CH2:44]/[CH:43]=[C:42](\[CH3:51])/[CH2:41][CH2:31]/[CH:32]=[C:33](\[CH3:34])/[CH2:35][CH2:36][CH:37]=[C:38]([CH3:40])[CH3:39])=[CH:54][CH:53]=1. Procedure details: Similar to the preparation of 38a, the reaction of alcohol 1 with 4-pyridyl isocyanate afforded the desired compound 39 in 3% yield (10 mg) as a viscous oil. Column (DCM/MeOH); TLC Rf: 0.34 (10% MeOH/DCM); LCMS: MS (m/z): 411 (M+H). The reactants are Cl (HCl), C(C)OC(=O)C1=C(N=C(S1)NC(C(C)(C)NC(C1=CC=C(C=C1)F)=O)=O)C1=CC=C(C=C1)F (Ethyl-2-(2-(4-fluorobenzamido)-2-methylpropanamido)-4-(4-fluorophenyl)thiazole-5-carboxylate), [OH-].[K+] (KOH). Solvent: CCO (EtOH), O (water). Reaction conditions: time 15 hour. Yields the product FC1=CC=C(C(=O)NC(C(=O)NC=2SC(=C(N2)C2=CC=C(C=C2)F)C(=O)O)(C)C)C=C1 (2-(2-(4-fluorobenzamido)-2-methylpropanamido)-4-(4-fluorophenyl)thiazole-5-carboxylic acid). RXN SMILES: C([O:3][C:4]([C:6]1[S:10][C:9]([NH:11][C:12](=[O:26])[C:13]([NH:16][C:17](=[O:25])[C:18]2[CH:23]=[CH:22][C:21]([F:24])=[CH:20][CH:19]=2)([CH3:15])[CH3:14])=[N:8][C:7]=1[C:27]1[CH:32]=[CH:31][C:30]([F:33])=[CH:29][CH:28]=1)=[O:5])C.[OH-].[K+].Cl>CCO.O>[F:24][C:21]1[CH:20]=[CH:19][C:18]([C:17]([NH:16][C:13]([CH3:14])([CH3:15])[C:12]([NH:11][C:9]2[S:10][C:6]([C:4]([OH:5])=[O:3])=[C:7]([C:27]3[CH:32]=[CH:31][C:30]([F:33])=[CH:29][CH:28]=3)[N:8]=2)=[O:26])=[O:25])=[CH:23][CH:22]=1 |f:1.2|. Reported procedure: To a solution of Ethyl-2-(2-(4-fluorobenzamido)-2-methylpropanamido)-4-(4-fluorophenyl)thiazole-5-carboxylate (4.3 g, 9 mmol) in EtOH (25 mL) was added KOH (1 eq) in water (25 mL). The reaction was stirred at 65 C for 15 hours followed by stirring at room temperature over 3 days. It was then acidified with 1 N HCl and the resulting precipitates were collected by filtration and dried to afford the title compound. 1H NMR (400 MHz, DMSO-d6) ppm 1.53 (s, 6H) 7.20 (t, J=8.97 Hz, 2H) 7.32 (t, J=8.84 H... The reactants are acid chloride, BrC(C(=O)Cl)C (2-Bromopropionyl chloride), C(C1=CC=CC=C1)O (benzyl alcohol), O (water). The solvent is C(C)OCC (diethyl ether). The product is BrC(C(=O)OCC1=CC=CC=C1)C (benzyl 2-bromopropionate). Reaction SMILES: [Br:1][CH:2]([CH3:6])[C:3](Cl)=[O:4].[CH2:7]([OH:14])[C:8]1[CH:13]=[CH:12][CH:11]=[CH:10][CH:9]=1.O>C(OCC)C>[Br:1][CH:2]([CH3:6])[C:3]([O:14][CH2:7][C:8]1[CH:13]=[CH:12][CH:11]=[CH:10][CH:9]=1)=[O:4]. Reported procedure: 2-Bromopropionyl chloride (213.4 g) was added dropwise to benzyl alcohol (145.8 g) with stirring under a stream of nitrogen, keeping the temperature of the reaction mixture below 30° C. by cooling with cold water. When all the acid chloride has been added, the mixture was stirred for another two hours at ambient temperature. The reaction mixture was then diluted with diethyl ether (200 ml) and washed with water until free of acid. The ethereal solution was dried and evaporated and the residue di... The reactants are C[C@H]1[C@H]([C@H](C[C@@H](O1)O[C@H]2C[C@@](CC=3C2=C(C4=C(C3O)C(=O)C5=CC=CC(=C5C4=O)OC)O)(C(=O)CO)O)N)O.Cl (doxorubicin hydrochloride), C[C@H]1[C@H]([C@H](C[C@@H](O1)O[C@H]2C[C@@](CC=3C2=C(C4=C(C3O)C(=O)C5=CC=CC(=C5C4=O)OC)O)(C(=O)CO)O)N)O.Cl (doxorubicin hydrochloride), S(=O)(=O)([O-])[O-].[NH4+].[NH4+] (ammonium sulfate), S(=O)(=O)([O-])[O-].[NH4+].[NH4+] (ammonium sulfate), C[C@H]1[C@H]([C@H](C[C@@H](O1)O[C@H]2C[C@@](CC=3C2=C(C4=C(C3O)C(=O)C5=CC=CC(=C5C4=O)OC)O)(C(=O)CO)O)N)O.Cl (doxorubicin hydrochloride). The product is C[C@H]1[C@H]([C@H](C[C@@H](O1)O[C@H]2C[C@@](CC=3C2=C(C4=C(C3O)C(=O)C5=CC=CC(=C5C4=O)OC)O)(C(=O)CO)O)N)O.S(=O)(=O)([O-])[O-] (doxorubicin sulfate). As a reaction SMILES: [CH3:1][C@@H:2]1[O:7][C@@H:6]([O:8][C@@H:9]2[C:14]3=[C:15]([OH:32])[C:16]4[C:28](=[O:29])[C:27]5[C:22](=[CH:23][CH:24]=[CH:25][C:26]=5[O:30][CH3:31])[C:20](=[O:21])[C:17]=4[C:18]([OH:19])=[C:13]3[CH2:12][C@@:11]([OH:37])([C:33]([CH2:35][OH:36])=[O:34])[CH2:10]2)[CH2:5][C@H:4]([NH2:38])[C@@H:3]1[OH:39].Cl.[S:41]([O-:45])([O-:44])(=[O:43])=[O:42].[NH4+].[NH4+]>>[CH3:1][C@@H:2]1[O:7][C@@H:6]([O:8][C@@H:9]2[C:14]3=[C:15]([OH:32])[C:16]4[C:28](=[O:29])[C:27]5[C:22](=[CH:23][CH:24]=[CH:25][C:26]=5[O:30][CH3:31])[C:20](=[O:21])[C:17]=4[C:18]([OH:19])=[C:13]3[CH2:12][C@@:11]([OH:37])([C:33]([CH2:35][OH:36])=[O:34])[CH2:10]2)[CH2:5][C@H:4]([NH2:38])[C@@H:3]1[OH:39].[S:41]([O-:45])([O-:44])(=[O:43])=[O:42] |f:0.1,2.3.4,5.6|. Procedure: A preferred non-pegylated liposome of the present invention is loaded with doxorubicin hydrochloride and is prepared using methods described above. In one embodiment, when loading doxorubicin hydrochloride using the active loading procedure described above, the drug is dissolved in a suitable buffer solution (as described above) before loading to get a concentration of at least 25 mM. When the active loading process involves an ammonium sulfate gradient, the ammonium sulfate reacts with doxorubi...